This data is from the Open Reaction Database (ORD), a public repository of structured organic reaction records. The task is: describe an organic reaction: reactants, conditions, products, and yield Reactants: 8.0, FC1=CC=C2C(OC(=O)C2=C1)C (6-fluoro-3-methylphthalide), [H-].[Al+3].[Li+].[H-].[H-].[H-] (lithium aluminium hydride). Yields the product FC1=CC(=C(C=C1)C(C)O)CO (4-Fluoro-1-(1-hydroxyethyl)-2-hydroxymethylbenzene). RXN SMILES: [F:1][C:2]1[CH:11]=[C:10]2[C:5]([CH:6]([CH3:12])[O:7][C:8]2=[O:9])=[CH:4][CH:3]=1.[H-].[Al+3].[Li+].[H-].[H-].[H-]>>[F:1][C:2]1[CH:3]=[CH:4][C:5]([CH:6]([OH:7])[CH3:12])=[C:10]([CH2:8][OH:9])[CH:11]=1 |f:1.2.3.4.5.6|. Procedure: This compound was prepared in an analogous manner to Example X1 from 8.0 (48 mM) of 6-fluoro-3-methylphthalide and lithium aluminium hydride to yield the title compound as a yellow oil. The reactants are ClCC(=O)N(C=1N=C(SC1C#N)N1CCOCC1)CC1=C(C(=CC=C1)Cl)C (2-chloro-N-[(3-chloro-2-methylphenyl)methyl]-N-[5-cyano-2-(4-morpholinyl)-1,3-thiazol-4-yl]acetamide), [N-]=[N+]=[N-].[Na+] (sodium azide). Run in CCOC(=O)C (EtOAc), CN(C=O)C (N,N-Dimethylformamide). Reaction conditions: time 3 hour. Yields the product N(=[N+]=[N-])CC(=O)N(C=1N=C(SC1C#N)N1CCOCC1)CC1=C(C(=CC=C1)Cl)C (2-azido-N-[(3-chloro-2-methylphenyl)methyl]-N-[5-cyano-2-(4-morpholinyl)-1,3-thiazol-4-yl]acetamide). Isolated yield 98.5%. Reaction SMILES: Cl[CH2:2][C:3]([N:5]([CH2:19][C:20]1[CH:25]=[CH:24][CH:23]=[C:22]([Cl:26])[C:21]=1[CH3:27])[C:6]1[N:7]=[C:8]([N:13]2[CH2:18][CH2:17][O:16][CH2:15][CH2:14]2)[S:9][C:10]=1[C:11]#[N:12])=[O:4].[N-:28]=[N+:29]=[N-:30].[Na+]>CN(C)C=O.CCOC(C)=O>[N:28]([CH2:2][C:3]([N:5]([CH2:19][C:20]1[CH:25]=[CH:24][CH:23]=[C:22]([Cl:26])[C:21]=1[CH3:27])[C:6]1[N:7]=[C:8]([N:13]2[CH2:14][CH2:15][O:16][CH2:17][CH2:18]2)[S:9][C:10]=1[C:11]#[N:12])=[O:4])=[N+:29]=[N-:30] |f:1.2|. Reported procedure: To a solution of 2-chloro-N-[(3-chloro-2-methylphenyl)methyl]-N-[5-cyano-2-(4-morpholinyl)-1,3-thiazol-4-yl]acetamide (200 mg, 0.470 mmol) (prepared according to the procedures of example 59) in N,N-Dimethylformamide (DMF) (2 mL) was added sodium azide (92 mg, 1.410 mmol) at rt. The mixture was stirred at rt for 3 hr before diluted in 100 ml EtOAc and washed with 20 mL H2O twice. The organic layer was concentrated to give 200 mg crude product (99%), which was used in the next step without furthe... The reactants are C(C)(C)(C)OC(CC1=CC(=C(C=C1)Cl)OC(C)C)=O ((4-chloro-3-isopropoxy-phenyl)-acetic acid tert-butyl ester), C(C1=CC=CC=C1)OC(=O)N1CC2=C(C=CC(=C2CC1)F)B1OC(C(O1)(C)C)(C)C (5-fluoro-8-(4,4,5,5-tetramethyl-[1,3,2]dioxaborolan-2-yl)-3,4-dihydro-1H-isoquinoline-2-carboxylic acid benzyl ester), C([O-])([O-])=O.[K+].[K+] (potassium carbonate). The reagents and catalysts are CC(C)(C)P(C1=CC=C(C=C1)N(C)C)C(C)(C)C.CC(C)(C)P(C1=CC=C(C=C1)N(C)C)C(C)(C)C.Cl[Pd]Cl (bis(di-tert-butyl(4-dimethylaminophenyl)phosphine)dichloropalladium(II)). The solvent is C1(=CC=CC=C1)C (toluene), O (water). Product: C(C1=CC=CC=C1)OC(=O)N1CC2=C(C=CC(=C2CC1)F)C1=C(C=C(C=C1)CC(=O)OC(C)(C)C)OC(C)C (8-(4-tert-Butoxycarbonylmethyl-2-isopropoxy-phenyl)-5-fluoro-3,4-dihydro-1H-isoquinoline-2-carboxylic acid benzyl ester). Reaction SMILES: [C:1]([O:5][C:6](=[O:19])[CH2:7][C:8]1[CH:13]=[CH:12][C:11](Cl)=[C:10]([O:15][CH:16]([CH3:18])[CH3:17])[CH:9]=1)([CH3:4])([CH3:3])[CH3:2].[CH2:20]([O:27][C:28]([N:30]1[CH2:39][CH2:38][C:37]2[C:32](=[C:33](B3OC(C)(C)C(C)(C)O3)[CH:34]=[CH:35][C:36]=2[F:40])[CH2:31]1)=[O:29])[C:21]1[CH:26]=[CH:25][CH:24]=[CH:23][CH:22]=1.C(=O)([O-])[O-].[K+].[K+]>C1(C)C=CC=CC=1.O.CC(P(C(C)(C)C)C1C=CC(N(C)C)=CC=1)(C)C.CC(P(C(C)(C)C)C1C=CC(N(C)C)=CC=1)(C)C.Cl[Pd]Cl>[CH2:20]([O:27][C:28]([N:30]1[CH2:39][CH2:38][C:37]2[C:32](=[C:33]([C:11]3[CH:12]=[CH:13][C:8]([CH2:7][C:6]([O:5][C:1]([CH3:4])([CH3:3])[CH3:2])=[O:19])=[CH:9][C:10]=3[O:15][CH:16]([CH3:18])[CH3:17])[CH:34]=[CH:35][C:36]=2[F:40])[CH2:31]1)=[O:29])[C:21]1[CH:22]=[CH:23][CH:24]=[CH:25][CH:26]=1 |f:2.3.4,7.8.9|. Procedure: A mixture under N2 of (4-chloro-3-isopropoxy-phenyl)-acetic acid tert-butyl ester (142 mg, 0.50 mmol, 1.00 eq.), 5-fluoro-8-(4,4,5,5-tetramethyl-[1,3,2]dioxaborolan-2-yl)-3,4-dihydro-1H-isoquinoline-2-carboxylic acid benzyl ester (232 mg, 0.50 mmol, 1.00 eq.), bis(di-tert-butyl(4-dimethylaminophenyl)phosphine)dichloropalladium(II) (18 mg, 0.03 mmol, 0.05 eq.) and potassium carbonate (138 mg, 1.00 mmol, 2.00 eq.) in toluene (2.5 mL) and water (0.25 mL) was stirred at 110° C. for 2 days. The mixtu... Reactants: COC(=O)CNC(=O)c1nc(Cl)c2ccccc2c1-c1ccccc1, CC(=O)[O-], CO, CCOC(C)=O, [Na+]. The product is COC(=O)CNC(=O)c1ncc2ccccc2c1-c1ccccc1. RXN SMILES: [CH3:1][O:2][C:3]([CH2:4][NH:5][C:6](=[O:7])[c:8]1[n:9][c:10]([Cl:24])[c:11]2[cH:12][cH:13][cH:14][cH:15][c:16]2[c:17]1-[c:18]1[cH:19][cH:20][cH:21][cH:22][cH:23]1)=[O:25].[CH3:27][C:28](=[O:29])[O-:30].[CH3:31][OH:32].[CH3:33][CH2:34][O:35][C:36]([CH3:37])=[O:38].[Na+:26]>>[CH3:1][O:2][C:3]([CH2:4][NH:5][C:6](=[O:7])[c:8]1[n:9][cH:10][c:11]2[cH:12][cH:13][cH:14][cH:15][c:16]2[c:17]1-[c:18]1[cH:19][cH:20][cH:21][cH:22][cH:23]1)=[O:25]. The reactants are C(Br)(Br)(Br)Br (carbon tetrabromide), C1(=CC=CC=C1)P(C1=CC=CC=C1)C1=CC=CC=C1 (triphenylphosphine), CC=1N=C(SC1CO)C1=CC=C(C=C1)C(F)(F)F ({4-methyl-2-[4-(trifluoromethyl)phenyl]-1,3-thiazol-5-yl}methanol), CC=1N=C(SC1CO)C1=CC=C(C=C1)C(F)(F)F ({4-methyl-2-[4-(trifluoromethyl)phenyl]-1,3-thiazol-5-yl}methanol). Solvent: ClCCl (dichloromethane), C1CCCCC1 (cyclohexane). Run at temperature 0 celsius, time 1 hour. Yields the product BrCC1=C(N=C(S1)C1=CC=C(C=C1)C(F)(F)F)C (5-(bromomethyl)-4-methyl-2-[4-(trifluoromethyl)phenyl]-1,3-thiazole). Reaction SMILES: [CH3:1][C:2]1[N:3]=[C:4]([C:9]2[CH:14]=[CH:13][C:12]([C:15]([F:18])([F:17])[F:16])=[CH:11][CH:10]=2)[S:5][C:6]=1[CH2:7]O.C(Br)(Br)(Br)[Br:20].C1(P(C2C=CC=CC=2)C2C=CC=CC=2)C=CC=CC=1>ClCCl.C1CCCCC1>[Br:20][CH2:7][C:6]1[S:5][C:4]([C:9]2[CH:14]=[CH:13][C:12]([C:15]([F:18])([F:17])[F:16])=[CH:11][CH:10]=2)=[N:3][C:2]=1[CH3:1]. Procedure details: To a solution of {4-methyl-2-[4-(trifluoromethyl)phenyl]-1,3-thiazol-5-yl}methanol (intermediate 1, 0.9 g) in dry dichloromethane (30 ml) stirring at 0° C. was added carbon tetrabromide (1.1 g) and triphenylphosphine (0.995 g). The reaction was stirred at 0° C. for 1 hour, diluted with cyclohexane (30 ml) and purified by SPE cartridge (Si cartridge using chloroform:cyclohexane (1:1) to give the title compound as a white solid.